From a dataset of the Open Reaction Database (ORD), a public repository of structured organic reaction records. describe an organic reaction: reactants, conditions, products, and yield The reactants are CC1=C2C=CC(OC2=C(C(=C1)O)CC=C)=O (5-methyl-7-hydroxy-8-allylcoumarin), O=O (oxygen). The solvent is CCOC(=O)C (EtOAc). Run at temperature 100 celsius. Yields the product CC1=CC2=C(C=CO2)C3=C1C=CC(=O)O3 (5-methylangelicin). Isolated yield 22.7%. Reaction SMILES: [CH3:1][C:2]1[CH:11]=[C:10]([OH:12])[C:9]([CH2:13][CH:14]=C)=[C:8]2[C:3]=1[CH:4]=[CH:5][C:6](=[O:16])[O:7]2.O=O>CCOC(C)=O>[CH3:1][C:2]1[C:3]2[CH:4]=[CH:5][C:6]([O:7][C:8]=2[C:9]2[CH:13]=[CH:14][O:12][C:10]=2[CH:11]=1)=[O:16]. Procedure: The following is a specific description of the method: 5-methyl-7-hydroxy-8-allylcoumarin (VIII; 3.0 g) was dissolved in EtOAc (200 ml) and into the solution cooled in an ice bath a stream of ozonized oxygen was bubbled until 1.1 times the stoichiometric amount was added. The solution was then submitted immediately to hydrogenation in the presence of Pd 10% on CaCO3 (0.3 g) and the mixture stirred until rapid absorption of hydrogen ceased. The catalyst was removed by filtration, the solvent evap... The reactants are CCN(CC)C(=O)c1ccc2c(c1)Oc1c(OC)cccc1N2C1CC2CCC(C1)N2CCc1ccccc1, COc1cccc2c1Oc1cc(C#N)ccc1N2C1CC2CCC(C1)N2C, O=C(O)C(F)(F)F. Yields the product O=C(O)C(F)(F)F, CN1C2CCC1CC(N1c3ccc(C#N)cc3Oc3c(O)cccc31)C2. As a reaction SMILES: [CH2:35]([N:36]([CH2:37][CH3:38])[C:39]([c:40]1[cH:41][cH:42][c:43]2[c:64]([cH:65]1)[O:63][c:62]1[c:61]([cH:71][cH:70][cH:69][c:66]1[O:67][CH3:68])[N:44]2[CH:45]1[CH2:46][CH:47]2[N:48]([CH2:49][CH2:50][c:51]3[cH:52][cH:53][cH:54][cH:55][cH:56]3)[CH:57]([CH2:58][CH2:59]2)[CH2:60]1)=[O:72])[CH3:73].[CH3:8][O:9][c:10]1[c:11]2[c:20]([cH:21][cH:22][cH:23]1)[N:19]([CH:24]1[CH2:25][CH:26]3[CH2:27][CH2:28][CH:29]([CH2:30]1)[N:31]3[CH3:32])[c:18]1[c:13]([cH:14][c:15]([C:33]#[N:34])[cH:16][cH:17]1)[O:12]2.[F:1][C:2]([C:3](=[O:4])[OH:5])([F:6])[F:7]>>[F:1][C:2]([C:3](=[O:4])[OH:5])([F:6])[F:7].[OH:9][c:10]1[c:11]2[c:20]([cH:21][cH:22][cH:23]1)[N:19]([CH:24]1[CH2:25][CH:26]3[CH2:27][CH2:28][CH:29]([CH2:30]1)[N:31]3[CH3:32])[c:18]1[c:13]([cH:14][c:15]([C:33]#[N:34])[cH:16][cH:17]1)[O:12]2. Starting materials: P(=O)(OCC)(OCC)Cl (diethyl chlorophosphate), [O-]C#N.[K+] (potassium cyanate), C(C)(C)C1=C(N)C(=CC=C1)C(C)C (2,6-diisopropylaniline). Solvent: CC(=O)C (acetone). Run at time 2 hour. The product is CC(C)C1=C(C(=CC=C1)C(C)C)NC(=O)NP(OCC)(OCC)=O (N-[[[2,6-Bis(1-methylethyl)phenyl]amino1carbonyl]phosphoramidic Acid, Diethyl Ester). The yield is 39.6%. Reaction SMILES: [O-:1][C:2]#[N:3].[K+].[P:5](Cl)([O:10][CH2:11][CH3:12])([O:7][CH2:8][CH3:9])=[O:6].[CH:14]([C:17]1[CH:23]=[CH:22][CH:21]=[C:20]([CH:24]([CH3:26])[CH3:25])[C:18]=1[NH2:19])([CH3:16])[CH3:15]>CC(C)=O>[CH3:25][CH:24]([C:20]1[CH:21]=[CH:22][CH:23]=[C:17]([CH:14]([CH3:16])[CH3:15])[C:18]=1[NH:19][C:2]([NH:3][P:5](=[O:6])([O:10][CH2:11][CH3:12])[O:7][CH2:8][CH3:9])=[O:1])[CH3:26] |f:0.1|. Procedure: To a suspension of potassium cyanate (0.82 g, 10.1 mmol) in acetone (10 mL) is added diethyl chlorophosphate (1.3 mL, 9.2 mmol). The mixture is heated at reflux for 90 minutes. After cooling to room temperature, 2,6-diisopropylaniline (1.7 mL, 9.2 mmol) is added. The mixture is stirred at room temperature for 2 hours, then heated at reflux for 2 hours. After cooling, the mixture is filtered. The filtrate is diluted with ethyl acetate, washed twice with brine, dried over magnesium sulfate, and co... The reactants are N (ammonia), [Na] (Sodium), N (ammonia), N1=C(C=CC=C1)C(=O)OCC (ethyl picolinate), C1=C(C=CC2=CC=CC=C12)CN1CCC(CC1)NC(=O)N ([1-(Naphth-2-yl-methyl)piperid-4-yl]urea), N (ammonia). Conditions: time 2 day. The product is N1=C(C=CC=C1)C(=O)NC(=O)NC1CCN(CC1)CC1=CC2=CC=CC=C2C=C1 (1-(pyrid-2-oyl)-3-[1-(naphth-2-ylmethyl)piperid-4-yl]urea). Isolated yield 32.5%. Reaction SMILES: [Na].N.[CH:3]1[C:12]2[C:7](=[CH:8][CH:9]=[CH:10][CH:11]=2)[CH:6]=[CH:5][C:4]=1[CH2:13][N:14]1[CH2:19][CH2:18][CH:17]([NH:20][C:21]([NH2:23])=[O:22])[CH2:16][CH2:15]1.[N:24]1[CH:29]=[CH:28][CH:27]=[CH:26][C:25]=1[C:30](OCC)=[O:31]>>[N:24]1[CH:29]=[CH:28][CH:27]=[CH:26][C:25]=1[C:30]([NH:23][C:21]([NH:20][CH:17]1[CH2:18][CH2:19][N:14]([CH2:13][C:4]2[CH:5]=[CH:6][C:7]3[C:12](=[CH:11][CH:10]=[CH:9][CH:8]=3)[CH:3]=2)[CH2:15][CH2:16]1)=[O:22])=[O:31] |^1:0|. Procedure: Sodium (0.1 g, 4.35 mmol) in liquid ammonia (100-150 cm3) was stirred until the blue colour was discharged. A bomb was charged with [1-(Naphth-2-yl-methyl)piperid-4-yl]urea (0.83 g, 2.93 mmol) and the liquid ammonia solution was added. The mixture was stirred at room temperature for 2 days then the bomb was cooled to -78° C., and ethyl picolinate (0.6 g, 3.97 mmol) was added. Stirring was continued for 3 hours at room temperature then the ammonia was allowed to evaporate and the gummy residue tr... Reactants: C1(=CC=CC=C1)[Li] (Phenyllithium), COC1=CC=C(C=C1)CCCCCCI (6-(4-methoxyphenyl)hexyl iodide), C1(=CC=CC=C1)SC (thioanisole), C(=O)=O (CO2). Solvent: O (Water), O1CCCC1 (tetrahydrofuran), O1CCCC1 (tetrahydrofuran). Conditions: time 16 hour. Product: C1(=CC=CC=C1)SCCCCCCCC1=CC=C(C=C1)OC (7-(4-methoxyphenyl)heptyl phenyl sulfide). RXN SMILES: C1([Li])C=CC=CC=1.[C:8]1([S:14][CH3:15])[CH:13]=[CH:12][CH:11]=[CH:10][CH:9]=1.C(=O)=O.[CH3:19][O:20][C:21]1[CH:26]=[CH:25][C:24]([CH2:27][CH2:28][CH2:29][CH2:30][CH2:31][CH2:32]I)=[CH:23][CH:22]=1>O.O1CCCC1>[C:8]1([S:14][CH2:15][CH2:32][CH2:31][CH2:30][CH2:29][CH2:28][CH2:27][C:24]2[CH:23]=[CH:22][C:21]([O:20][CH3:19])=[CH:26][CH:25]=2)[CH:13]=[CH:12][CH:11]=[CH:10][CH:9]=1. Procedure details: Phenyllithium (378 ml., 0.755 mole) was added over a period of 2-5 minutes to a solution of 94.5 g. of thioanisole in 600 ml. of tetrahydrofuran, stirred under nitrogen. The mixture was stirred at room temperature for about 16 hours, then cooled to -70° C. (solid CO2), and 141 g. of 6-(4-methoxyphenyl)hexyl iodide in 210 ml. of tetrahydrofuran was added slowly. The reaction mixture was stirred at -65° C. for two hours and then allowed to warm to room temperature. Water was added and the mixture ... Starting materials: CCOC(=O)C1CCCC1NCc1ccccn1, CS(=O)(=O)Nc1ccc2c(c1)S(=O)(=O)N=C(CC(=O)O)N2, CN(C)C=O, C(=NC1CCCCC1)=NC1CCCCC1. The product is CCOC(=O)C1CCCC1N(Cc1ccccn1)C(=O)CC1=NS(=O)(=O)c2cc(NS(C)(=O)=O)ccc2N1. RXN SMILES: [CH2:37]([CH3:38])[O:39][C:40](=[O:41])[CH:42]1[CH:43]([NH:47][CH2:48][c:49]2[n:50][cH:51][cH:52][cH:53][cH:54]2)[CH2:44][CH2:45][CH2:46]1.[CH3:1][S:2](=[O:3])(=[O:4])[NH:5][c:6]1[cH:7][c:8]2[c:9]([cH:20][cH:21]1)[NH:10][C:11]([CH2:16][C:17](=[O:18])[OH:19])=[N:12][S:13]2(=[O:14])=[O:15].[CH3:55][N:56]([CH3:57])[CH:58]=[O:59].[CH:22]1([N:23]=[C:24]=[N:25][CH:26]2[CH2:27][CH2:28][CH2:29][CH2:30][CH2:31]2)[CH2:32][CH2:33][CH2:34][CH2:35][CH2:36]1>>[CH3:1][S:2](=[O:3])(=[O:4])[NH:5][c:6]1[cH:7][c:8]2[c:9]([cH:20][cH:21]1)[NH:10][C:11]([CH2:16][C:17](=[O:19])[N:47]([CH:43]1[CH:42]([C:40]([O:39][CH2:37][CH3:38])=[O:41])[CH2:46][CH2:45][CH2:44]1)[CH2:48][c:49]1[n:50][cH:51][cH:52][cH:53][cH:54]1)=[N:12][S:13]2(=[O:14])=[O:15].